From a dataset of the Open Reaction Database (ORD), a public repository of structured organic reaction records. describe an organic reaction: reactants, conditions, products, and yield The reactants are O=C([O-])O, CCOCC, CC#N, O=c1cc(CO)oc2cc(OCCCCl)ccc12, Cl, Fc1ccc2c(C3CCNCC3)noc2c1, [I-], [K+], [Na+], O. The product is O=c1cc(CO)oc2cc(OCCCN3CCC(c4noc5cc(F)ccc45)CC3)ccc12. Reaction SMILES: [C:36](=[O:37])([OH:38])[O-:39].[CH2:46]([O:47][CH2:48][CH3:49])[CH3:50].[CH3:43][C:44]#[N:45].[Cl:1][CH2:2][CH2:3][CH2:4][O:5][c:6]1[cH:7][cH:8][c:9]2[c:10](=[O:18])[cH:11][c:12]([CH2:16][OH:17])[o:13][c:14]2[cH:15]1.[ClH:19].[F:20][c:21]1[cH:22][c:23]2[c:24]([c:25]([CH:28]3[CH2:29][CH2:30][NH:31][CH2:32][CH2:33]3)[n:26][o:27]2)[cH:34][cH:35]1.[I-:42].[K+:41].[Na+:40].[OH2:51]>>[CH2:2]([CH2:3][CH2:4][O:5][c:6]1[cH:7][cH:8][c:9]2[c:10](=[O:18])[cH:11][c:12]([CH2:16][OH:17])[o:13][c:14]2[cH:15]1)[N:31]1[CH2:30][CH2:29][CH:28]([c:25]2[c:24]3[c:23]([cH:22][c:21]([F:20])[cH:35][cH:34]3)[o:27][n:26]2)[CH2:33][CH2:32]1. Starting materials: CCOC(=O)c1nn(C)c(-c2ccc(F)cc2)c1I, [Li]CCCC, C1CCOC1, CI, CCOC(C)=O. The product is CCOC(=O)c1nn(C)c(-c2ccc(F)cc2)c1C. RXN SMILES: [CH2:1]([CH3:2])[O:3][C:4](=[O:5])[c:6]1[n:7][n:8]([CH3:19])[c:9](-[c:12]2[cH:13][cH:14][c:15]([F:18])[cH:16][cH:17]2)[c:10]1[I:11].[CH2:20]([Li:21])[CH2:22][CH2:23][CH3:24].[CH2:33]1[O:34][CH2:35][CH2:36][CH2:37]1.[CH3:25][I:26].[CH3:27][CH2:28][O:29][C:30](=[O:31])[CH3:32]>>[CH2:1]([CH3:2])[O:3][C:4](=[O:5])[c:6]1[n:7][n:8]([CH3:19])[c:9](-[c:12]2[cH:13][cH:14][c:15]([F:18])[cH:16][cH:17]2)[c:10]1[CH3:20]. The reactants are O (Water), C(C)(C)(C)OC(N\C(\SC)=N/C(=O)C1=CN2CCOC3=C(C2=N1)C=CC(=C3)Br)=O ({[(E)-8-Bromo-4,5-dihydro-6-oxa-1,3a-diaza-benzo[e]azulene-2-carbonylimino]-methylthiomethyl}-carbamic acid tert-butyl ester), C(C)(C)N(C(C)C)CC (N,N-Diisopropylethylamine), Cl.C(C)(C)NN (isopropylhydrazine hydrochloride). The solvent is C(Cl)Cl (methylene chloride), CN(C=O)C (N,N-dimethylformamide). Reaction conditions: time 4 hour. The product is C(C)(C)(C)OC(NC1=NN(C(=N1)C1=CN2CCOC3=C(C2=N1)C=CC(=C3)Br)C(C)C)=O ([5-(8-Bromo-4,5-dihydro-6-oxa-1,3a-diaza-benzo[e]azulen-2-yl)-1-isopropyl-1H-[1,2,4]triazol-3-yl]-carbamic acid tert-butyl ester). Yield: 95.8%. RXN SMILES: [C:1]([O:5][C:6](=[O:29])[NH:7]/[C:8](=[N:11]\[C:12]([C:14]1[N:23]=[C:22]2[N:16]([CH2:17][CH2:18][O:19][C:20]3[CH:27]=[C:26]([Br:28])[CH:25]=[CH:24][C:21]=32)[CH:15]=1)=O)/SC)([CH3:4])([CH3:3])[CH3:2].C(N(CC)C(C)C)(C)C.Cl.[CH:40]([NH:43][NH2:44])([CH3:42])[CH3:41].O>CN(C)C=O.C(Cl)Cl>[C:1]([O:5][C:6](=[O:29])[NH:7][C:8]1[N:11]=[C:12]([C:14]2[N:23]=[C:22]3[N:16]([CH2:17][CH2:18][O:19][C:20]4[CH:27]=[C:26]([Br:28])[CH:25]=[CH:24][C:21]=43)[CH:15]=2)[N:43]([CH:40]([CH3:42])[CH3:41])[N:44]=1)([CH3:4])([CH3:3])[CH3:2] |f:2.3|. Procedure details: To a solution of {[(E)-8-Bromo-4,5-dihydro-6-oxa-1,3a-diaza-benzo[e]azulene-2-carbonylimino]-methylthiomethyl}-carbamic acid tert-butyl ester (0.658 g, 0.00137 mol) in N,N-dimethylformamide (7.50 mL) was added N,N-Diisopropylethylamine (0.9524 mL, 0.005468 mol) then isopropylhydrazine hydrochloride (0.2267 g, 0.002050 mol). The reaction was stirred at room temperature for 4 h. Water and methylene chloride were added and the mixture was extracted 3× with methylene chloride. The organic layers wer... Reactants: Cc1ccc(S(=O)(=O)Oc2nn(Cc3ccccc3)c3ccccc23)cc1, CCCCCCC, ClCCl, C#Cc1ccccc1. The product is C(#Cc1nn(Cc2ccccc2)c2ccccc12)c1ccccc1. Reaction SMILES: [CH2:1]([c:2]1[cH:3][cH:4][cH:5][cH:6][cH:7]1)[n:8]1[n:9][c:10]([O:17][S:18]([c:19]2[cH:20][cH:21][c:22]([CH3:23])[cH:24][cH:25]2)(=[O:26])=[O:27])[c:11]2[cH:12][cH:13][cH:14][cH:15][c:16]12.[CH3:36][CH2:37][CH2:38][CH2:39][CH2:40][CH2:41][CH3:42].[Cl:43][CH2:44][Cl:45].[c:28]1([C:34]#[CH:35])[cH:29][cH:30][cH:31][cH:32][cH:33]1>>[CH2:1]([c:2]1[cH:3][cH:4][cH:5][cH:6][cH:7]1)[n:8]1[n:9][c:10]([C:35]#[C:34][c:28]2[cH:29][cH:30][cH:31][cH:32][cH:33]2)[c:11]2[cH:12][cH:13][cH:14][cH:15][c:16]12. Reactants: C(C1=CC=CC=C1)OC(NC1=CC(=C(C=C1)OC1=NC=NC(=C1)Cl)C)=O ([4-(6-chloro-pyrimidin-4-yloxy)-3-methyl-phenyl]-carbamic acid benzyl ester), CN (CH3NH2), CC(=O)C.C(Cl)Cl (acetone CH2Cl2). The solvent is CCO (EtOH). Yields the product C(C1=CC=CC=C1)OC(NC1=CC(=C(C=C1)OC1=NC=NC(=C1)NC)C)=O ([3-Methyl-4-(6-methylamino-pyrimidin-4-yloxy)-phenyl]-carbamic acid benzyl ester). Reaction SMILES: [CH2:1]([O:8][C:9](=[O:26])[NH:10][C:11]1[CH:16]=[CH:15][C:14]([O:17][C:18]2[CH:23]=[C:22](Cl)[N:21]=[CH:20][N:19]=2)=[C:13]([CH3:25])[CH:12]=1)[C:2]1[CH:7]=[CH:6][CH:5]=[CH:4][CH:3]=1.[CH3:27][NH2:28].CC(C)=O.C(Cl)Cl>CCO>[CH2:1]([O:8][C:9](=[O:26])[NH:10][C:11]1[CH:16]=[CH:15][C:14]([O:17][C:18]2[CH:23]=[C:22]([NH:28][CH3:27])[N:21]=[CH:20][N:19]=2)=[C:13]([CH3:25])[CH:12]=1)[C:2]1[CH:7]=[CH:6][CH:5]=[CH:4][CH:3]=1 |f:2.3|. Procedure details: The title compound is prepared from [4-(6-chloro-pyrimidin-4-yloxy)-3-methyl-phenyl]-carbamic acid benzyl ester by aminomethylation (30% CH3NH2 in EtOH, 60 min, rt): M+H=363.9; Rf (acetone/CH2Cl2=3:7): 0.26. Reactants: C(C)(C)(C)OC(=O)N1[C@H](CN[C@@H](C1)C)C ((2S,5R)-2,5-dimethyl-piperazine-1-carboxylic acid tert-butyl ester), BrC=1C=C2N3C(C(N(N=C3COC2=CC1)COCC[Si](C)(C)C)=O)C (6-bromo-4-methyl-2-(2-trimethylsilanyl-ethoxymethyl)-2,10-dihydro-9-oxa-1,2,4a-triaza-phenanthren-3-one), C(C)(C)(C)O[Na] (t-BuONa). Reagents/catalysts: CC(=O)[O-].CC(=O)[O-].[Pd+2] (Pd(OAc)2). Solvent: C1(=CC=CC=C1)C (toluene). Run at temperature 100 celsius. Yields the product C(C)(C)(C)OC(=O)N1[C@H](CN([C@@H](C1)C)C=1C=C2N3C(C(N(N=C3COC2=CC1)COCC[Si](C)(C)C)=O)C)C ((2S,5R)-2,5-dimethyl-4-[4-methyl-3-oxo-2-(2-trimethylsilanyl-ethoxymethyl)-2,3,4,10-tetrahydro-9-oxa-1,2,4a-triaza-phenanthren-6-yl]-piperazine-1-carboxylic acid tert-butyl ester). The yield is 19.1%. As a reaction SMILES: [C:1]([O:5][C:6]([N:8]1[CH2:13][C@@H:12]([CH3:14])[NH:11][CH2:10][C@@H:9]1[CH3:15])=[O:7])([CH3:4])([CH3:3])[CH3:2].Br[C:17]1[CH:18]=[C:19]2[C:28](=[CH:29][CH:30]=1)[O:27][CH2:26][C:25]1[N:20]2[CH:21]([CH3:40])[C:22](=[O:39])[N:23]([CH2:31][O:32][CH2:33][CH2:34][Si:35]([CH3:38])([CH3:37])[CH3:36])[N:24]=1.C(O[Na])(C)(C)C>C1(C)C=CC=CC=1.CC([O-])=O.CC([O-])=O.[Pd+2]>[C:1]([O:5][C:6]([N:8]1[CH2:13][C@@H:12]([CH3:14])[N:11]([C:17]2[CH:18]=[C:19]3[C:28](=[CH:29][CH:30]=2)[O:27][CH2:26][C:25]2[N:20]3[CH:21]([CH3:40])[C:22](=[O:39])[N:23]([CH2:31][O:32][CH2:33][CH2:34][Si:35]([CH3:37])([CH3:36])[CH3:38])[N:24]=2)[CH2:10][C@@H:9]1[CH3:15])=[O:7])([CH3:4])([CH3:2])[CH3:3] |f:4.5.6|. Reported procedure: A mixture of (2S,5R)-2,5-dimethyl-piperazine-1-carboxylic acid tert-butyl ester (1.5 g, 7.00 mmol), 6-bromo-4-methyl-2-(2-trimethylsilanyl-ethoxymethyl)-2,10-dihydro-9-oxa-1,2,4a-triaza-phenanthren-3-one (Preparation #1, Step E, 1.990 g, 4.67 mmol), Pd(OAc)2 (0.210 g, 0.933 mmol), 2-(dicyclohexylphosphino)-2′,4′,6′-triisoproplylbiphenyl (0.667 g, 1.400 mmol) and t-BuONa (0.897 g, 9.33 mmol) in toluene (120 mL) was heated at 100° C. for 3 h. The reaction mixture was cooled to ambient temperature ... Starting materials: O=C(COC1CCC(CC1)C(=O)C1=CC=CC=C1)C (4-(2-oxo-propoxy)-cyclohexanophenone), CC(CC1=CC=CC=C1)N (α-methyl-phenethylamine), O (water). Run in C1=CC=CC=C1 (benzene). Yields the product CC(CC1=CC=CC=C1)NC(COC1CCC(CC1)C(=O)C1=CC=CC=C1)C (4[2-(α -methyl-phenethylamino)-propoxy]-cyclohexanophenone). Reaction SMILES: O=[C:2]([CH3:19])[CH2:3][O:4][CH:5]1[CH2:10][CH2:9][CH:8]([C:11]([C:13]2[CH:18]=[CH:17][CH:16]=[CH:15][CH:14]=2)=[O:12])[CH2:7][CH2:6]1.[CH3:20][CH:21]([NH2:29])[CH2:22][C:23]1[CH:28]=[CH:27][CH:26]=[CH:25][CH:24]=1.O>C1C=CC=CC=1>[CH3:20][CH:21]([NH:29][CH:2]([CH3:19])[CH2:3][O:4][CH:5]1[CH2:6][CH2:7][CH:8]([C:11]([C:13]2[CH:14]=[CH:15][CH:16]=[CH:17][CH:18]=2)=[O:12])[CH2:9][CH2:10]1)[CH2:22][C:23]1[CH:28]=[CH:27][CH:26]=[CH:25][CH:24]=1. Procedure details: 4-(2-oxo-propoxy)-cyclohexanophenone (0.02 mole) and α-methyl-phenethylamine (0.02 mole) are then heated in benzene solution. The water formed is removed by means of a Dean-Stark apparatus. The product is FC1=C(C=CC(=C1)C(C)(C)O)CC=O ([2-Fluoro-4-(1-hydroxy-1-methylethyl)phenyl]acetaldehyde). Solvent: O (water), C(C)OCC (diethyl ether), CC(=O)C (acetone). Run at time 2 hour. The reactants are FC=1C=C(C=CC1C=COC)C(C)(C)O (2-{3-fluoro-4-[2-methoxyvinyl]phenyl}propan-2-ol), Cl (hydrochloric acid). Reaction SMILES: [F:1][C:2]1[CH:3]=[C:4]([C:12]([OH:15])([CH3:14])[CH3:13])[CH:5]=[CH:6][C:7]=1[CH:8]=[CH:9][O:10]C.Cl>CC(C)=O.O.C(OCC)C>[F:1][C:2]1[CH:3]=[C:4]([C:12]([OH:15])([CH3:14])[CH3:13])[CH:5]=[CH:6][C:7]=1[CH2:8][CH:9]=[O:10]. Procedure details: To a room temperature solution of 2-{3-fluoro-4-[2-methoxyvinyl]phenyl}propan-2-ol (100 mg, 0.48 mmol) in acetone (5 mL) was added dropwise 4 M aqueous hydrochloric acid (5 mL, 20 mmol). The reaction was stirred at room temperature for two hours. The mixture was then diluted with 25 mL of water and 50 mL of diethyl ether. The water phase was extracted with diethyl ether (2×) and the combined organic layers were washed with saturated aqueous sodium bicarbonate and brine, dried and concentrated in... The reactants are CO[C@@H]1CN(CC1)CC1=NC=C(C=C1)[N+](=O)[O-] (2-((S)-3-Methoxy-pyrrolidin-1-ylmethyl)-5-nitro-pyridine). Reagents/catalysts: [Pd] (Pd/C). The solvent is CO (MeOH). Product: CO[C@@H]1CN(CC1)CC1=CC=C(C=N1)N (6-((S)-3-Methoxy-pyrrolidin-1-ylmethyl)-pyridin-3-ylamine). Isolated yield 91.9%. RXN SMILES: [CH3:1][O:2][C@H:3]1[CH2:7][CH2:6][N:5]([CH2:8][C:9]2[CH:14]=[CH:13][C:12]([N+:15]([O-])=O)=[CH:11][N:10]=2)[CH2:4]1>CO.[Pd]>[CH3:1][O:2][C@H:3]1[CH2:7][CH2:6][N:5]([CH2:8][C:9]2[N:10]=[CH:11][C:12]([NH2:15])=[CH:13][CH:14]=2)[CH2:4]1. Procedure: A solution of 32 (0.25 g, 1.05 mmol) in MeOH (6 mL) was hydrogenated using 10% Pd/C (50 mg) under a hydrogen atmosphere (balloon pressure) at rt for 1 h. The reaction mixture was filtered through a Celite bed and the filtrate was evaporated to give the desired amine (0.2 g, 82%) as brown liquid. Rf: 0.1 (10% MeOH/DCM); m/z): 208 [MH]+; 1H NMR (400 MHz, DMSO-d6): δ 7.82 (1H, d, J=2.4 Hz), 7.01-6.99 (1H, m), 6.88-6.86 (1H, m), 5.16 (2H, br s), 3.93-3.80 (3H, m), 3.21-3.13 (5H, m), 2.65-2.61 (1H, m... The reactants are CS(=O)(=O)CCC1CCNCC1, CCOc1cc(F)c(C)cc1[N+](=O)[O-], CS(C)=O, CCOC(C)=O, ClCCl, Cl, [K+], [K+], O=C([O-])[O-]. The product is CCOc1cc(N2CCC(CCS(C)(=O)=O)CC2)c(C)cc1[N+](=O)[O-]. RXN SMILES: [CH3:16][S:17](=[O:18])(=[O:19])[CH2:20][CH2:21][CH:22]1[CH2:23][CH2:24][NH:25][CH2:26][CH2:27]1.[CH3:1][c:2]1[c:3]([F:14])[cH:4][c:5]([O:11][CH2:12][CH3:13])[c:6]([N+:8](=[O:9])[O-:10])[cH:7]1.[CH3:34][S:35]([CH3:36])=[O:37].[CH3:38][CH2:39][O:40][C:41]([CH3:42])=[O:43].[Cl:44][CH2:45][Cl:46].[ClH:15].[K+:28].[K+:29].[O-:30][C:31]([O-:32])=[O:33]>>[CH3:1][c:2]1[c:3]([N:25]2[CH2:24][CH2:23][CH:22]([CH2:21][CH2:20][S:17]([CH3:16])(=[O:18])=[O:19])[CH2:27][CH2:26]2)[cH:4][c:5]([O:11][CH2:12][CH3:13])[c:6]([N+:8](=[O:9])[O-:10])[cH:7]1.